Dataset: the Open Reaction Database (ORD), a public repository of structured organic reaction records. Task: describe an organic reaction: reactants, conditions, products, and yield Reported procedure: 1-(Dipropylamino)-3-(hydroxymethyl)-6-mesityl-4H-quinolizin-4-one (0.60 g, 1.53 mmol) was dissolved in dichloromethane (20 mL) and acetonitrile (4 mL). 0.5 g of crushed sieves (4 angstroms) was added followed by N-methylmorpholine N-oxide (NMO) (0.27 g, 2.3 mmol). Tetrapropylammonium perruthenate (TPAP) (0.081 g, 0.23 mmol) was added last. The reaction stirred for 0.5 h. The solution was filtered and concentrated. Flash chromatography (20% ethyl acetate/hexanes) gave 0.436 g (73% yield) of the t... Reagents/catalysts: [Ru](=O)(=O)(=O)[O-].C(CC)[N+](CCC)(CCC)CCC (Tetrapropylammonium perruthenate). As a reaction SMILES: [CH2:1]([N:4]([CH2:27][CH2:28][CH3:29])[C:5]1[CH:6]=[C:7]([CH2:25][OH:26])[C:8](=[O:24])[N:9]2[C:14]=1[CH:13]=[CH:12][CH:11]=[C:10]2[C:15]1[C:20]([CH3:21])=[CH:19][C:18]([CH3:22])=[CH:17][C:16]=1[CH3:23])[CH2:2][CH3:3].C[N+]1([O-])CCOCC1>ClCCl.C(#N)C.[Ru]([O-])(=O)(=O)=O.C([N+](CCC)(CCC)CCC)CC>[CH2:27]([N:4]([CH2:1][CH2:2][CH3:3])[C:5]1[CH:6]=[C:7]([CH:25]=[O:26])[C:8](=[O:24])[N:9]2[C:14]=1[CH:13]=[CH:12][CH:11]=[C:10]2[C:15]1[C:16]([CH3:23])=[CH:17][C:18]([CH3:22])=[CH:19][C:20]=1[CH3:21])[CH2:28][CH3:29] |f:4.5|. Isolated yield 73.0%. Solvent: C(C)#N (acetonitrile), ClCCl (dichloromethane). The reactants are C[N+]1(CCOCC1)[O-] (N-methylmorpholine N-oxide), C(CC)N(C=1C=C(C(N2C(=CC=CC12)C1=C(C=C(C=C1C)C)C)=O)CO)CCC (1-(Dipropylamino)-3-(hydroxymethyl)-6-mesityl-4H-quinolizin-4-one). Reaction conditions: time 0.5 hour. The product is ethyl acetate hexanes, C(CC)N(C=1C=C(C(N2C(=CC=CC12)C1=C(C=C(C=C1C)C)C)=O)C=O)CCC (1-(Dipropylamino)-6-mesityl-4-oxo-4H-quinolizine-3-carbaldehyde). Reactants: CC(C)(C)C1=C(C(=CC(=C1)S[C@H]1[C@@H](CCC1)O)C(C)(C)C)O (trans-2,6-bis(1,1-Dimethylethyl)-4-[(2-hydroxycyclopentyl)thio]phenol), Cl (hydrochloric acid). Product: ClC1C(CCC1)SC1=CC(=C(C(=C1)C(C)(C)C)O)C(C)(C)C (4-[(2-Chlorocyclopentyl)thio]-2,6-bis (1,1-dimethylethyl)phenol). Reaction SMILES: [CH3:1][C:2]([C:5]1[CH:10]=[C:9]([S:11][C@@H:12]2[CH2:16][CH2:15][CH2:14][C@H:13]2O)[CH:8]=[C:7]([C:18]([CH3:21])([CH3:20])[CH3:19])[C:6]=1[OH:22])([CH3:4])[CH3:3].[ClH:23]>>[Cl:23][CH:13]1[CH2:14][CH2:15][CH2:16][CH:12]1[S:11][C:9]1[CH:10]=[C:5]([C:2]([CH3:4])([CH3:3])[CH3:1])[C:6]([OH:22])=[C:7]([C:18]([CH3:21])([CH3:20])[CH3:19])[CH:8]=1. Procedure details: The product of Example 7 (0.40 g, 0.0012 mole) was stirred with concentrated hydrochloric acid (5 ml) at room temperature for 20 hours. The solid was removed by filtration, washed with water and air dried to give the product as a white powder. The product was purified by silica gel chromatography to give a white solid. The structure was supported by NMR. Starting materials: C(C)(C)(C)C(=O)CN1C([C@@H](N=C(C2=C1C=CC=C2)C2=CC=CC=C2)NC(=O)NC2=CC(=CC=C2)C)=O (N-((3R)-1-tert-Butylcarbonylmethyl-2,3-dihydro-2-oxo-5-phenyl-1H-1,4-benzodiazepin-3-yl)-N'-(3-methylphenyl)urea), [N-]=C=O (isocyanate), C1(=CC=CC=C1)C (toluene), acid. Product: C(C)(C)(C)C(=O)CN1C([C@@H](N=C(C2=C1C=CC=C2)C2=CC=CC=C2)NC(=O)NC2=CC(=CC=C2)N(C)C=O)=O (N-((3R)-1-tert-Butylcarbonylmethyl-2,3-dihydro-2-oxo-5-phenyl-1H-1,4-benzodiazepin-3-yl)-N'-(3-(N-formyl-N-methylamino)phenyl)urea). The yield is 65.0%. RXN SMILES: [C:1]([C:5]([CH2:7][N:8]1[C:14]2[CH:15]=[CH:16][CH:17]=[CH:18][C:13]=2[C:12]([C:19]2[CH:24]=[CH:23][CH:22]=[CH:21][CH:20]=2)=[N:11][C@@H:10]([NH:25][C:26]([NH:28][C:29]2[CH:34]=[CH:33][CH:32]=[C:31](C)[CH:30]=2)=[O:27])[C:9]1=[O:36])=[O:6])([CH3:4])([CH3:3])[CH3:2].[N-:37]=[C:38]=[O:39].[C:40]1(C)C=CC=CC=1>>[C:1]([C:5]([CH2:7][N:8]1[C:14]2[CH:15]=[CH:16][CH:17]=[CH:18][C:13]=2[C:12]([C:19]2[CH:24]=[CH:23][CH:22]=[CH:21][CH:20]=2)=[N:11][C@@H:10]([NH:25][C:26]([NH:28][C:29]2[CH:34]=[CH:33][CH:32]=[C:31]([N:37]([CH:38]=[O:39])[CH3:40])[CH:30]=2)=[O:27])[C:9]1=[O:36])=[O:6])([CH3:3])([CH3:2])[CH3:4]. Procedure details: The resolved aminobenzodiazepine of Example 26 (980 mg, 2.8 mmol) in toluene (10 ml) was treated with the isocyanate prepared from the acid of Example 56B (985 mg, 5.5 mmol) following the method of Example 38. The product was purified by flash chromatography on silica gel (eluant EtOAc:hexane fr 75;25 v/v) to provide the title compound (960 mg, 65%). The reactants are [Cl-].[Al+3].[Cl-].[Cl-] (aluminium chloride), C1(=CC=CC=C1)SC (thioanisol), C(=S)=S (carbon disulfide), ice water, ClCCCC(=O)Cl (γ-chlorobutyryl chloride). Conditions: time 1 hour. Product: ClC(CCC(=S)C1=CC=CC=C1)C (γ-chloro-4-methylthiobutyrophenone). As a reaction SMILES: [Cl-:1].[Al+3].[Cl-].[Cl-].[C:5]1(SC)[CH:10]=[CH:9][CH:8]=[CH:7][CH:6]=1.Cl[CH2:14][CH2:15][CH2:16][C:17](Cl)=O.[C:20](=[S:22])=S>>[Cl:1][CH:16]([CH3:17])[CH2:15][CH2:14][C:20]([C:5]1[CH:6]=[CH:7][CH:8]=[CH:9][CH:10]=1)=[S:22] |f:0.1.2.3|. Procedure details: To a carbon disulfide solution containing 53 g of aluminium chloride and 26.2 g of thioanisol was added dropwise under an ice-cooled condition 24.0 ml of γ-chlorobutyryl chloride. After 1 hour and 30 minutes, the reaction mixture was poured into ice-water and the insoluble matters were collected by filtration, dissolved in chloroform. The chloroform solution was washed with water and dried with anhydrous sodium sulfate, and concentrated to dryness. Recrystallization from methanol to yield 36.2 g... The reactants are NC1(C(NC2=C(CC1C1=CC=CC=C1)C=CC=C2)=O)C(=O)OC (3-amino-3-methoxycarbonyl-4-phenyl-1,3,4,5-tetrahydro-1-benzazepin-2(2H)-one), O.O.O.[I-].[Li+] (lithium iodide trihydrate). Run in N1=CC=CC=C1 (pyridine). Product: N[C@@H]1C(NC2=C(C[C@@H]1C1=CC=CC=C1)C=CC=C2)=O (cis-3-amino-4-phenyl-1,3,4,5-tetrahydro-1-benzazepin-2(2H)-one), N[C@@H]1C(NC2=C(C[C@H]1C1=CC=CC=C1)C=CC=C2)=O (trans-3-amino-4-phenyl-1,3,4,5-tetrahydro-benzazepin-2(2H)-one). Reaction SMILES: [NH2:1][C:2]1(C(OC)=O)[CH:8]([C:9]2[CH:14]=[CH:13][CH:12]=[CH:11][CH:10]=2)[CH2:7][C:6]2[CH:15]=[CH:16][CH:17]=[CH:18][C:5]=2[NH:4][C:3]1=[O:19].O.O.O.[I-].[Li+]>N1C=CC=CC=1>[NH2:1][C@H:2]1[C@@H:8]([C:9]2[CH:14]=[CH:13][CH:12]=[CH:11][CH:10]=2)[CH2:7][C:6]2[CH:15]=[CH:16][CH:17]=[CH:18][C:5]=2[NH:4][C:3]1=[O:19].[NH2:1][C@H:2]1[C@H:8]([C:9]2[CH:14]=[CH:13][CH:12]=[CH:11][CH:10]=2)[CH2:7][C:6]2[CH:15]=[CH:16][CH:17]=[CH:18][C:5]=2[NH:4][C:3]1=[O:19] |f:1.2.3.4.5|. Reported procedure: A mixture of 17.98 g of 3-amino-3-methoxycarbonyl-4-phenyl-1,3,4,5-tetrahydro-1-benzazepin-2(2H)-one, 21.76 g of lithium iodide trihydrate and 400 ml of dried pyridine is stirred under reflux for 2 days. To the residue obtained after the mixture is concentrated under reduced pressure, an aqueous solution of potassium carbonate, an aqueous solution of sodium thiosulfate and chloroform are added, and the organic substance is extracted. The chloroform layer is dried and concentrated. The obtained r...